Dataset: the Open Reaction Database (ORD), a public repository of structured organic reaction records. Task: describe an organic reaction: reactants, conditions, products, and yield Reactants: NC1=NC(=C(C(=N1)S(=O)C)C#N)N1N=CC=C1 (2-amino-4-methanesulfinyl-6-pyrazol-1-yl-pyrimidine-5-carbonitrile), ClC1=C(CN)C=CC=C1 (2-chlorobenzylamine), C1CCC2=NCCCN2CC1 (DBU). Run in COCCOC (DME). The product is NC1=NC(=C(C(=N1)NCC1=C(C=CC=C1)Cl)C#N)N1N=CC=C1 (2-Amino-4-(2-chloro-benzylamino)-6-pyrazol-1-yl-pyrimidine-5-carbonitrile). As a reaction SMILES: [NH2:1][C:2]1[N:7]=[C:6](S(C)=O)[C:5]([C:11]#[N:12])=[C:4]([N:13]2[CH:17]=[CH:16][CH:15]=[N:14]2)[N:3]=1.[Cl:18][C:19]1[CH:26]=[CH:25][CH:24]=[CH:23][C:20]=1[CH2:21][NH2:22].C1CCN2C(=NCCC2)CC1>COCCOC>[NH2:1][C:2]1[N:7]=[C:6]([NH:22][CH2:21][C:20]2[CH:23]=[CH:24][CH:25]=[CH:26][C:19]=2[Cl:18])[C:5]([C:11]#[N:12])=[C:4]([N:13]2[CH:17]=[CH:16][CH:15]=[N:14]2)[N:3]=1. Reported procedure: From 2-amino-4-methanesulfinyl-6-pyrazol-1-yl-pyrimidine-5-carbonitrile, 2-chlorobenzylamine and DBU in DME. EI-MS m/e (%): 327 (M{37Cl}+, 10), 325 (M{35Cl}+, 35), 290 ([M—Cl]+, 100). Reactants: CC(C)(C)OC(=O)n1c(CN2CCC(NC(=O)OCc3ccccc3)C2=O)cc2cnccc21, O, [Pd]. The product is CC(C)(C)OC(=O)n1c(CN2CCC(N)C2=O)cc2cnccc21. Reaction SMILES: [C:1]([CH3:2])([CH3:3])([CH3:4])[O:5][C:6](=[O:7])[n:8]1[c:9]([CH2:17][N:18]2[C:19](=[O:34])[CH:20]([NH:23][C:24]([O:25][CH2:26][c:27]3[cH:28][cH:29][cH:30][cH:31][cH:32]3)=[O:33])[CH2:21][CH2:22]2)[cH:10][c:11]2[cH:12][n:13][cH:14][cH:15][c:16]12.[OH2:35].[Pd:36]>>[C:1]([CH3:2])([CH3:3])([CH3:4])[O:5][C:6](=[O:7])[n:8]1[c:9]([CH2:17][N:18]2[C:19](=[O:34])[CH:20]([NH2:23])[CH2:21][CH2:22]2)[cH:10][c:11]2[cH:12][n:13][cH:14][cH:15][c:16]12. The reactants are CCN(C(C)C)C(C)C, [N-]=[N+]=NCCn1cnc2cc(C(=O)O)ccc21, C1CCC2NCCCC2C1, CN(C)C=O, O, On1nnc2ccccc21. The product is [N-]=[N+]=NCCn1cnc2cc(C(=O)N3CCCC4CCCCC43)ccc21. Reaction SMILES: [CH:28]([N:29]([CH2:30][CH3:31])[CH:32]([CH3:33])[CH3:34])([CH3:35])[CH3:36].[N:1](=[N+:2]=[N-:3])[CH2:4][CH2:5][n:6]1[cH:7][n:8][c:9]2[c:10]1[cH:11][cH:12][c:13]([C:15](=[O:16])[OH:17])[cH:14]2.[NH:37]1[CH2:38][CH2:39][CH2:40][CH:41]2[CH2:42][CH2:43][CH2:44][CH2:45][CH:46]12.[O:47]=[CH:48][N:49]([CH3:50])[CH3:51].[OH2:52].[OH:18][n:19]1[c:20]2[c:21]([cH:22][cH:23][cH:24][cH:25]2)[n:26][n:27]1>>[N:1](=[N+:2]=[N-:3])[CH2:4][CH2:5][n:6]1[cH:7][n:8][c:9]2[c:10]1[cH:11][cH:12][c:13]([C:15](=[O:17])[N:37]1[CH2:38][CH2:39][CH2:40][CH:41]3[CH2:42][CH2:43][CH2:44][CH2:45][CH:46]13)[cH:14]2. The reactants are C1CCOC1, CCC1C(=O)N(Cc2ccccc2)CCN1c1ccc(C#N)c(C(F)(F)F)c1, CO, Cl. Product: CCC1CN(Cc2ccccc2)CCN1c1ccc(C#N)c(C(F)(F)F)c1. Reaction SMILES: [CH2:1]1[O:2][CH2:3][CH2:4][CH2:5]1.[CH2:6]([c:7]1[cH:8][cH:9][cH:10][cH:11][cH:12]1)[N:13]1[C:14](=[O:33])[CH:15]([CH2:31][CH3:32])[N:16]([c:19]2[cH:20][c:21]([C:27]([F:28])([F:29])[F:30])[c:22]([C:23]#[N:24])[cH:25][cH:26]2)[CH2:17][CH2:18]1.[CH3:35][OH:36].[ClH:34]>>[CH2:6]([c:7]1[cH:8][cH:9][cH:10][cH:11][cH:12]1)[N:13]1[CH2:14][CH:15]([CH2:31][CH3:32])[N:16]([c:19]2[cH:20][c:21]([C:27]([F:28])([F:29])[F:30])[c:22]([C:23]#[N:24])[cH:25][cH:26]2)[CH2:17][CH2:18]1. Starting materials: COS(=O)(=O)OC, CCCCCC, CCOCC, [K+], C=CC(C)(O)C=CC1=C(C)C(=O)CCC1(C)C, [OH-]. Product: C=CC(C)(C=CC1=C(C)C(=O)CCC1(C)C)OC. RXN SMILES: [CH3:20][O:21][S:22]([O:23][CH3:24])(=[O:25])=[O:26].[CH3:27][CH2:28][CH2:29][CH2:30][CH2:31][CH3:32].[CH3:33][CH2:34][O:35][CH2:36][CH3:37].[K+:19].[O:1]=[C:2]1[C:3]([CH3:17])=[C:4]([CH:10]=[CH:11][C:12]([CH:13]=[CH2:14])([OH:15])[CH3:16])[C:5]([CH3:8])([CH3:9])[CH2:6][CH2:7]1.[OH-:18]>>[O:1]=[C:2]1[C:3]([CH3:17])=[C:4]([CH:10]=[CH:11][C:12]([CH:13]=[CH2:14])([O:15][CH3:20])[CH3:16])[C:5]([CH3:8])([CH3:9])[CH2:6][CH2:7]1. The reactants are CC=1N(C(=CC1)C)C1=CC=C(C=CC(=O)OC)C=C1 (methyl 4-(2,5-dimethyl-1H-pyrrol-1-yl)-cinnamate). Solvent: CO (methanol), [OH-].[Na+] (sodium hydroxide). Product: CC=1N(C(=CC1)C)C1=CC=C(C=C1)/C=C/C(=O)O ((E)-3-[4-(2,5-dimethyl-1H-pyrrol-1-yl)-phenyl]-2-propenoic acid). As a reaction SMILES: [CH3:1][C:2]1[N:3]([C:8]2[CH:19]=[CH:18][C:11]([CH:12]=[CH:13][C:14]([O:16]C)=[O:15])=[CH:10][CH:9]=2)[C:4]([CH3:7])=[CH:5][CH:6]=1>CO.[OH-].[Na+]>[CH3:7][C:4]1[N:3]([C:8]2[CH:19]=[CH:18][C:11](/[CH:12]=[CH:13]/[C:14]([OH:16])=[O:15])=[CH:10][CH:9]=2)[C:2]([CH3:1])=[CH:6][CH:5]=1 |f:2.3|. Procedure details: A mixture of 21.4 g of methyl 4-aminocinnamate and 50 g of acetonylacetone in 500 ml of toluene is heated under reflux using a Dean Stark water separator for 16 hours. The solution is washed with ice cold dilute hydrochloric acid, brine, and then dried over magnesium sulfate. The organic phase is filtered through silica gel, evaporated at 60° under reduced pressure and the residue is crystallized from hexane to yield methyl 4-(2,5-dimethyl-1H-pyrrol-1-yl)-cinnamate, m.p. 73°-75°. A solution of t... The yield is 57.0%. Starting materials: COC1=NC(=C(C=C1NC(OC1=CC=CC=C1)=O)CCC)C (Phenyl N-(2-methoxy-6-methyl-5-propylpyridin-3-yl)carbamate), FC=1C=C(C=C(C1)F)N1CCNCC1 (1-(3,5-difluorophenyl)piperazine). Yields the product COC1=NC(=C(C=C1NC(=O)N1CCN(CC1)C1=CC(=CC(=C1)F)F)CCC)C (1-[(2-Methoxy-6-methyl-5-propylpyridin-3-yl)aminocarbonyl]-4-(3,5-difluorophenyl)piperazine). Procedure: Phenyl N-(2-methoxy-6-methyl-5-propylpyridin-3-yl)carbamate and 1-(3,5-difluorophenyl)piperazine were reacted by the same way with the example 1 to obtain the titled compound. Reaction SMILES: [CH3:1][O:2][C:3]1[C:8]([NH:9][C:10](=[O:18])OC2C=CC=CC=2)=[CH:7][C:6]([CH2:19][CH2:20][CH3:21])=[C:5]([CH3:22])[N:4]=1.[F:23][C:24]1[CH:25]=[C:26]([N:31]2[CH2:36][CH2:35][NH:34][CH2:33][CH2:32]2)[CH:27]=[C:28]([F:30])[CH:29]=1>>[CH3:1][O:2][C:3]1[C:8]([NH:9][C:10]([N:34]2[CH2:33][CH2:32][N:31]([C:26]3[CH:25]=[C:24]([F:23])[CH:29]=[C:28]([F:30])[CH:27]=3)[CH2:36][CH2:35]2)=[O:18])=[CH:7][C:6]([CH2:19][CH2:20][CH3:21])=[C:5]([CH3:22])[N:4]=1. Starting materials: CC(=O)N1CCC(C(=O)O)CC1, CCCN(C1CCNCC1)C1CCc2ccc(OC)cc2C1, CCN=C=NCCCN(C)C, CCN(C(C)C)C(C)C, On1nnc2ccccc21. The product is CCCN(C1CCN(C(=O)C2CCN(C(C)=O)CC2)CC1)C1CCc2ccc(OC)cc2C1. RXN SMILES: [C:23]([CH3:24])(=[O:25])[N:26]1[CH2:27][CH2:28][CH:29]([C:32](=[O:33])[OH:34])[CH2:30][CH2:31]1.[CH3:1][O:2][c:3]1[cH:4][cH:5][c:6]2[c:11]([cH:12]1)[CH2:10][CH:9]([N:13]([CH2:14][CH2:15][CH3:16])[CH:17]1[CH2:18][CH2:19][NH:20][CH2:21][CH2:22]1)[CH2:8][CH2:7]2.[CH3:35][CH2:36][N:37]=[C:38]=[N:39][CH2:40][CH2:41][CH2:42][N:43]([CH3:44])[CH3:45].[CH:56]([N:57]([CH2:58][CH3:59])[CH:60]([CH3:61])[CH3:62])([CH3:63])[CH3:64].[OH:46][n:47]1[c:48]2[c:49]([cH:50][cH:51][cH:52][cH:53]2)[n:54][n:55]1>>[CH3:1][O:2][c:3]1[cH:4][cH:5][c:6]2[c:11]([cH:12]1)[CH2:10][CH:9]([N:13]([CH2:14][CH2:15][CH3:16])[CH:17]1[CH2:18][CH2:19][N:20]([C:32]([CH:29]3[CH2:28][CH2:27][N:26]([C:23]([CH3:24])=[O:25])[CH2:31][CH2:30]3)=[O:33])[CH2:21][CH2:22]1)[CH2:8][CH2:7]2.